From a dataset of the Open Reaction Database (ORD), a public repository of structured organic reaction records. describe an organic reaction: reactants, conditions, products, and yield Starting materials: CN(C)C=O (DMF), FC(S(=O)(=O)OC1=CN=C(C2=CC=C(C=C12)S(N(C=1SC=CN1)CC1=C(C=C(C=C1)OC)OC)(=O)=O)C1=C(C=C(C=C1)F)OC)(F)F (6-(N-(2,4-dimethoxybenzyl)-N-(thiazol-2-yl)sulfamoyl)-1-(4-fluoro-2-methoxyphenyl)isoquinolin-4-yl trifluoromethanesulfonate), C(=O)(C(F)(F)F)O (TFA). Reagents/catalysts: C=1C=CC(=CC1)/C=C/C(=O)/C=C/C2=CC=CC=C2.C=1C=CC(=CC1)/C=C/C(=O)/C=C/C2=CC=CC=C2.C=1C=CC(=CC1)/C=C/C(=O)/C=C/C2=CC=CC=C2.[Pd].[Pd] (Pd2(dba)3), C1(=CC=CC=C1)P([C-]1C=CC=C1)C1=CC=CC=C1.[C-]1(C=CC=C1)P(C1=CC=CC=C1)C1=CC=CC=C1.[Fe+2] (1,1′-bis(diphenylphosphino)ferrocene), [C-]#N.[Zn+2].[C-]#N (zinc cyanide). Run in C(C)(=O)OCC (ethyl acetate). Reaction conditions: temperature 80 celsius, time 1 hour. RXN SMILES: FC(F)(F)S(O[C:7]1[C:16]2[C:11](=[CH:12][CH:13]=[C:14]([S:17](=[O:36])(=[O:35])[N:18](CC3C=CC(OC)=CC=3OC)[C:19]3[S:20][CH:21]=[CH:22][N:23]=3)[CH:15]=2)[C:10]([C:37]2[CH:42]=[CH:41][C:40]([F:43])=[CH:39][C:38]=2[O:44][CH3:45])=[N:9][CH:8]=1)(=O)=O.[CH3:48][N:49](C=O)C.C(O)(C(F)(F)F)=O>C(OCC)(=O)C.C1C=CC(/C=C/C(/C=C/C2C=CC=CC=2)=O)=CC=1.C1C=CC(/C=C/C(/C=C/C2C=CC=CC=2)=O)=CC=1.C1C=CC(/C=C/C(/C=C/C2C=CC=CC=2)=O)=CC=1.[Pd].[Pd].C1(P(C2C=CC=CC=2)[C-]2C=CC=C2)C=CC=CC=1.[C-]1(P(C2C=CC=CC=2)C2C=CC=CC=2)C=CC=C1.[Fe+2].[C-]#N.[Zn+2].[C-]#N>[C:48]([C:7]1[C:16]2[C:11](=[CH:12][CH:13]=[C:14]([S:17]([NH:18][C:19]3[S:20][CH:21]=[CH:22][N:23]=3)(=[O:36])=[O:35])[CH:15]=2)[C:10]([C:37]2[CH:42]=[CH:41][C:40]([F:43])=[CH:39][C:38]=2[O:44][CH3:45])=[N:9][CH:8]=1)#[N:49] |f:4.5.6.7.8,9.10.11,12.13.14|. Reported procedure: A vial was charged with 6-(N-(2,4-dimethoxybenzyl)-N-(thiazol-2-yl)sulfamoyl)-1-(4-fluoro-2-methoxyphenyl)isoquinolin-4-yl trifluoromethanesulfonate (0.140 g, 0.196 mmol), Pd2(dba)3 (0.018 g, 0.020 mmol), 1,1′-bis(diphenylphosphino)ferrocene (0.022 g, 0.039 mmol), and zinc cyanide (0.025 ml, 0.392 mmol). DMF (1.962 ml) was added, and the reaction was stirred at 80° C. for one hour. The reaction was diluted with ethyl acetate and washed with water. The aqueous layer was extracted with ethyl aceta... Product: C(#N)C1=CN=C(C2=CC=C(C=C12)S(=O)(=O)NC=1SC=CN1)C1=C(C=C(C=C1)F)OC (4-cyano-1-(4-fluoro-2-methoxyphenyl)-N-(thiazol-2-yl)isoquinoline-6-sulfonamide). Reactants: ClC=1C=C(C2=C(N1)N(N=C2)C(C)C)C(=O)NCC=2C(NC(=CC2C)C)=O (6-chloro-N-[(4,6-dimethyl-2-oxo-1,2-dihydro-3-pyridinyl)methyl]-1-(1-methylethyl)-1H-pyrazolo[3,4-b]pyridine-4-carboxamide), C(Cl)Cl.CO (DCM MeOH), NC1=CC=C(C=C1)B(O)O ((4-aminophenyl)boronic acid), C([O-])(O)=O.[Na+] (Sodium bicarbonate). The reagents and catalysts are C1=CC=C(C=C1)P([C-]2C=CC=C2)C3=CC=CC=C3.C1=CC=C(C=C1)P([C-]2C=CC=C2)C3=CC=CC=C3.Cl[Pd]Cl.[Fe+2].C(Cl)Cl (PdCl2(dppf) CH2Cl2). Solvent: COCCOC.O (DME water). The product is NC1=CC=C(C=C1)C=1C=C(C2=C(N1)N(N=C2)C(C)C)C(=O)NCC=2C(NC(=CC2C)C)=O (6-(4-Aminophenyl)-N-[(4,6-dimethyl-2-oxo-1,2-dihydro-3-pyridinyl)methyl]-1-(1-methylethyl)-1H-pyrazolo[3,4-b]pyridine-4-carboxamide). Yield: 69.7%. RXN SMILES: Cl[C:2]1[CH:3]=[C:4]([C:14]([NH:16][CH2:17][C:18]2[C:19](=[O:26])[NH:20][C:21]([CH3:25])=[CH:22][C:23]=2[CH3:24])=[O:15])[C:5]2[CH:10]=[N:9][N:8]([CH:11]([CH3:13])[CH3:12])[C:6]=2[N:7]=1.[NH2:27][C:28]1[CH:33]=[CH:32][C:31](B(O)O)=[CH:30][CH:29]=1.C(=O)(O)[O-].[Na+].C(Cl)Cl.CO>COCCOC.O.C1C=CC(P(C2C=CC=CC=2)[C-]2C=CC=C2)=CC=1.C1C=CC(P(C2C=CC=CC=2)[C-]2C=CC=C2)=CC=1.Cl[Pd]Cl.[Fe+2].C(Cl)Cl>[NH2:27][C:28]1[CH:33]=[CH:32][C:31]([C:2]2[CH:3]=[C:4]([C:14]([NH:16][CH2:17][C:18]3[C:19](=[O:26])[NH:20][C:21]([CH3:25])=[CH:22][C:23]=3[CH3:24])=[O:15])[C:5]3[CH:10]=[N:9][N:8]([CH:11]([CH3:13])[CH3:12])[C:6]=3[N:7]=2)=[CH:30][CH:29]=1 |f:2.3,4.5,6.7,8.9.10.11.12|. Reported procedure: In a 25 mL sealable tube under nitrogen were combined 6-chloro-N-[(4,6-dimethyl-2-oxo-1,2-dihydro-3-pyridinyl)methyl]-1-(1-methylethyl)-1H-pyrazolo[3,4-b]pyridine-4-carboxamide (80 mg, 0.21 mmol) and (4-aminophenyl)boronic acid (44 mg, 0.32 mmol) in DME/water (3 ml:1 ml). PdCl2(dppf)-CH2Cl2 adduct (8.74 mg, 0.011 mmol) was added and the resulting mixture was degassed with nitrogen for 10 min. Sodium bicarbonate (53.9 mg, 0.64 mmol) was added, the vessel was sealed, and the insoluble light pink m...